From a dataset of the Open Reaction Database (ORD), a public repository of structured organic reaction records. describe an organic reaction: reactants, conditions, products, and yield Starting materials: c1(ccccc1)CN, [N+](CCCC)(CCCC)(CCCC)CCCC.C([BH2-])#N, C1CN(C[C@@H](C1=O)O)S(=O)(=O)C. The reagents and catalysts are c1ccc(cc1)-c2c3ccccc3cc4ccccc24 (9-Phenylanthracene). Conditions: temperature 25 celsius, time 18 hour. Product: CS(=O)(=O)N1CC[C@@H](N)[C@@H](O)C1. RXN SMILES: [BH3-]C#N.CCCC[N+](CCCC)(CCCC)CCCC.[NH2:1]Cc1ccccc1.[CH3:2][S:3]([N:6]1[CH2:12][C@H:10]([OH:11])[C:9](=O)[CH2:8][CH2:7]1)(=[O:5])=[O:4]>>[CH3:2][S:3]([N:6]1[CH2:12][C@H:10]([OH:11])[C@H:9]([NH2:1])[CH2:8][CH2:7]1)(=[O:5])=[O:4]. Starting materials: CN1CC=2N(C3=C(C1=O)SC=C3)C=NC2C(=O)OC(C)(C)C (tert.butyl 5,6-dihydro-5-methyl-6-oxo-4H-imidazo[1,5-a]thieno[2,3-f][1,4]diazepine-3-carboxylate). The solvent is FC(C(=O)O)(F)F (trifluoroacetic acid). Run at time 90 minute. The product is CN1CC=2N(C3=C(C1=O)SC=C3)C=NC2C(=O)O (5,6-dihydro-5-methyl-6-oxo-4H-imidazo[1,5-a]thieno[2,3-f][1,4]diazepine-3-carboxylic acid). Yield: 112.0%. As a reaction SMILES: [CH3:1][N:2]1[C:8](=[O:9])[C:7]2[S:10][CH:11]=[CH:12][C:6]=2[N:5]2[CH:13]=[N:14][C:15]([C:16]([O:18]C(C)(C)C)=[O:17])=[C:4]2[CH2:3]1>FC(F)(F)C(O)=O>[CH3:1][N:2]1[C:8](=[O:9])[C:7]2[S:10][CH:11]=[CH:12][C:6]=2[N:5]2[CH:13]=[N:14][C:15]([C:16]([OH:18])=[O:17])=[C:4]2[CH2:3]1. Procedure details: 7.2 g of tert.butyl 5,6-dihydro-5-methyl-6-oxo-4H-imidazo[1,5-a]thieno[2,3-f][1,4]diazepine-3-carboxylate are dissolved in 100 ml of trifluoroacetic acid while cooling with ice and left to stand at room temperature for 90 minutes. The solution is then evaporated in vacuo and the residue is crystallized from ethyl acetate and diethyl ether. There are obtained 6.65 g of crude 5,6-dihydro-5-methyl-6-oxo-4H-imidazo[1,5-a]thieno[2,3-f][1,4]diazepine-3-carboxylic acid. Reaction SMILES: [CH2:31]([BH-:32]([CH2:33][CH3:34])[CH2:35][CH3:36])[CH3:37].[CH2:46]1[O:47][CH2:48][CH2:49][CH2:50]1.[Li+:38].[Na+:43].[O-:39][C:40]([OH:41])=[O:42].[O:1]1[CH2:2][O:3][c:4]2[c:5]1[cH:6][cH:7][c:8]([CH2:10][N:11]1[C:12](=[O:30])[CH:13]3[C:14]([CH3:28])([CH3:29])[N:15]([CH3:27])[CH:16]([c:20]4[cH:21][cH:22][c:23]([Br:26])[cH:24][cH:25]4)[CH:17]3[C:18]1=[O:19])[cH:9]2.[OH:44][OH:45]>>[O:1]1[CH2:2][O:3][c:4]2[c:5]1[cH:6][cH:7][c:8]([CH2:10][N:11]1[CH:12]([OH:30])[CH:13]3[C:14]([CH3:28])([CH3:29])[N:15]([CH3:27])[CH:16]([c:20]4[cH:21][cH:22][c:23]([Br:26])[cH:24][cH:25]4)[CH:17]3[C:18]1=[O:19])[cH:9]2. Starting materials: CC[BH-](CC)CC, C1CCOC1, [Li+], [Na+], O=C([O-])O, CN1C(c2ccc(Br)cc2)C2C(=O)N(Cc3ccc4c(c3)OCO4)C(=O)C2C1(C)C, OO. The product is CN1C(c2ccc(Br)cc2)C2C(=O)N(Cc3ccc4c(c3)OCO4)C(O)C2C1(C)C. Starting materials: NCc1ccc(Br)cc1, CC#N, COC(=O)CC(=O)Cl, Cl. The product is COC(=O)CC(=O)NCc1ccc(Br)cc1. RXN SMILES: [Br:2][c:3]1[cH:4][cH:5][c:6]([CH2:9][NH2:10])[cH:7][cH:8]1.[CH3:19][C:20]#[N:21].[Cl:11][C:12]([CH2:13][C:14](=[O:15])[O:16][CH3:17])=[O:18].[ClH:1]>>[Br:2][c:3]1[cH:4][cH:5][c:6]([CH2:9][NH:10][C:12]([CH2:13][C:14](=[O:15])[O:16][CH3:17])=[O:18])[cH:7][cH:8]1.